Dataset: the Open Reaction Database (ORD), a public repository of structured organic reaction records. Task: describe an organic reaction: reactants, conditions, products, and yield Starting materials: Br, CC(C)CNNC(=O)C(CC(C)C)C(CCNC(=O)c1ccccc1)C(=O)OC(C)(C)C, CCN1CCOCC1, CCN=C=NCCCN(C)C, CN(C)C=O, CCOC(C)=O, Cl, O=C(O)Cn1ccnc1. Yields the product CC(C)CC(C(=O)NN(CC(C)C)C(=O)Cn1ccnc1)C(CCNC(=O)c1ccccc1)C(=O)OC(C)(C)C. Reaction SMILES: [BrH:33].[C:1]([c:2]1[cH:3][cH:4][cH:5][cH:6][cH:7]1)(=[O:8])[NH:9][CH2:10][CH2:11][CH:12]([C:13](=[O:14])[O:15][C:16]([CH3:17])([CH3:18])[CH3:19])[CH:20]([C:21](=[O:22])[NH:23][NH:24][CH2:25][CH:26]([CH3:27])[CH3:28])[CH2:29][CH:30]([CH3:31])[CH3:32].[CH2:43]([N:44]1[CH2:45][CH2:46][O:47][CH2:48][CH2:49]1)[CH3:50].[CH2:52]([N:53]=[C:54]=[N:55][CH2:56][CH2:57][CH2:58][N:59]([CH3:60])[CH3:61])[CH3:62].[CH3:63][N:64]([CH3:65])[CH:66]=[O:67].[CH3:68][CH2:69][O:70][C:71](=[O:72])[CH3:73].[ClH:51].[n:34]1([CH2:39][C:40](=[O:41])[OH:42])[cH:35][n:36][cH:37][cH:38]1>>[C:1]([c:2]1[cH:3][cH:4][cH:5][cH:6][cH:7]1)(=[O:8])[NH:9][CH2:10][CH2:11][CH:12]([C:13](=[O:14])[O:15][C:16]([CH3:17])([CH3:18])[CH3:19])[CH:20]([C:21](=[O:22])[NH:23][N:24]([CH2:25][CH:26]([CH3:27])[CH3:28])[C:40]([CH2:39][n:34]1[cH:35][n:36][cH:37][cH:38]1)=[O:41])[CH2:29][CH:30]([CH3:31])[CH3:32]. Starting materials: Cn1c(=O)c2c(nc(Br)n2Cc2c(F)cccc2Cl)n(C)c1=O, CS(C)=O, CCOC(C)=O, ClCCl, CCOC(=O)C1CCCNC1, O. Yields the product CCOC(=O)C1CCCN(c2nc3c(c(=O)n(C)c(=O)n3C)n2Cc2c(F)cccc2Cl)C1. As a reaction SMILES: [Br:1][c:2]1[n:3][c:4]2[n:5]([CH3:23])[c:6](=[O:22])[n:7]([CH3:21])[c:8](=[O:20])[c:9]2[n:10]1[CH2:11][c:12]1[c:13]([Cl:19])[cH:14][cH:15][cH:16][c:17]1[F:18].[CH3:39][S:40]([CH3:41])=[O:42].[CH3:43][CH2:44][O:45][C:46]([CH3:47])=[O:48].[Cl:36][CH2:37][Cl:38].[NH:24]1[CH2:25][CH:26]([C:30](=[O:31])[O:32][CH2:33][CH3:34])[CH2:27][CH2:28][CH2:29]1.[OH2:35]>>[c:2]1([N:24]2[CH2:25][CH:26]([C:30](=[O:31])[O:32][CH2:33][CH3:34])[CH2:27][CH2:28][CH2:29]2)[n:3][c:4]2[n:5]([CH3:23])[c:6](=[O:22])[n:7]([CH3:21])[c:8](=[O:20])[c:9]2[n:10]1[CH2:11][c:12]1[c:13]([Cl:19])[cH:14][cH:15][cH:16][c:17]1[F:18]. Reactants: O=C(n1ccnc1)n1ccnc1, CS(N)(=O)=O, CN(C)C=O, CC1(C)Cc2c(cc(Cl)cc2C(=O)O)NC1c1cccc(N2CCOCC2)c1, [H-], [Na+]. The product is CC1(C)Cc2c(cc(Cl)cc2C(=O)NS(C)(=O)=O)NC1c1cccc(N2CCOCC2)c1. Reaction SMILES: [C:36]([n:37]1[cH:38][cH:39][n:40][cH:41]1)([n:42]1[cH:43][cH:44][n:45][cH:46]1)=[O:47].[CH3:3][S:4](=[O:5])(=[O:6])[NH2:7].[CH3:48][N:49]([CH3:50])[CH:51]=[O:52].[Cl:8][c:9]1[cH:10][c:11]([C:33](=[O:34])[OH:35])[c:12]2[c:17]([cH:18]1)[NH:16][CH:15]([c:19]1[cH:20][c:21]([N:25]3[CH2:26][CH2:27][O:28][CH2:29][CH2:30]3)[cH:22][cH:23][cH:24]1)[C:14]([CH3:31])([CH3:32])[CH2:13]2.[H-:1].[Na+:2]>>[CH3:3][S:4](=[O:5])(=[O:6])[NH:7][C:33]([c:11]1[cH:10][c:9]([Cl:8])[cH:18][c:17]2[c:12]1[CH2:13][C:14]([CH3:31])([CH3:32])[CH:15]([c:19]1[cH:20][c:21]([N:25]3[CH2:26][CH2:27][O:28][CH2:29][CH2:30]3)[cH:22][cH:23][cH:24]1)[NH:16]2)=[O:34].